From a dataset of the Open Reaction Database (ORD), a public repository of structured organic reaction records. describe an organic reaction: reactants, conditions, products, and yield The reactants are O=C1NC=2C(=CC=CC2C2=C1CCO2)OC(F)(F)F (4-Oxo-6-trifluoromethoxy-2,3,4,5-tetrahydrofuro[3,2-c]quinoline), CC1=C(N)C=CC=C1C (2,3-dimethylaniline). Run in C(COCCO)O (diethylene glycol), [Cl-].[Na+].O (brine). Conditions: temperature 250 celsius. Product: CC1=C(C=CC=C1C)N1CCC=2C(=NC=3C(=CC=CC3C21)OC(F)(F)F)NCCO (1-(2,3-dimethylphenyl)-4-[(2-hydroxyethyl)amino]-6-trifluoromethoxy-2,3-dihydropyrrolo[3,2-c]quinoline). Isolated yield 113.5%. RXN SMILES: O=[C:2]1[C:11]2[CH2:12][CH2:13]O[C:10]=2[C:9]2[CH:8]=[CH:7][CH:6]=[C:5]([O:15][C:16]([F:19])([F:18])[F:17])[C:4]=2[NH:3]1.[CH3:20][C:21]1[C:27]([CH3:28])=[CH:26][CH:25]=[CH:24][C:22]=1[NH2:23]>C(O)COCCO.[Cl-].[Na+].O>[CH3:20][C:21]1[C:27]([CH3:28])=[CH:26][CH:25]=[CH:24][C:22]=1[N:23]1[C:10]2[C:9]3[CH:8]=[CH:7][CH:6]=[C:5]([O:15][C:16]([F:19])([F:18])[F:17])[C:4]=3[N:3]=[C:2]([NH:3][CH2:4][CH2:5][OH:15])[C:11]=2[CH2:12][CH2:13]1 |f:3.4.5|. Procedure details: 4-Oxo-6-trifluoromethoxy-2,3,4,5-tetrahydrofuro[3,2-c]quinoline(5.0 g, 19 mmol) was dissolved in diethylene glycol(30 ml), and 2,3-dimethylaniline(5.6 ml, 46 mmol) was added under nitrogen. The reaction mixture was refluxed at 250° C. for 15 hours. The reaction mixture was diluted in brine(20 ml), and the aqueous layer was extracted with dichloromethane(15 ml) for 3 times. The organic layer was washed with water(15 ml) for 3 times, dried with by anhydrous magnesium sulfate, filtered, and concent... Reactants: OC1=CC=C2C(=C(C(OC2=C1)=O)C)C (7-hydroxy-3,4-dimethylcoumarin), C(C)S(=O)(=O)Cl (ethanesulfonyl chloride). Solvent: O (H2O), [OH-].[Na+] (NaOH). Product: C(C)S(=O)(=O)O.OC1=CC=C2C(=C(C(OC2=C1)=O)C)C (7-Hydroxy-3,4-dimethylcoumarin ethanesulfonate). Reaction SMILES: [OH:1][C:2]1[CH:11]=[C:10]2[C:5]([C:6]([CH3:14])=[C:7]([CH3:13])[C:8](=[O:12])[O:9]2)=[CH:4][CH:3]=1.[CH2:15]([S:17](Cl)(=[O:19])=[O:18])[CH3:16]>O.[OH-].[Na+]>[CH2:15]([S:17]([OH:19])(=[O:1])=[O:18])[CH3:16].[OH:1][C:2]1[CH:11]=[C:10]2[C:5]([C:6]([CH3:14])=[C:7]([CH3:13])[C:8](=[O:12])[O:9]2)=[CH:4][CH:3]=1 |f:3.4,5.6|. Procedure details: 5.0 g of 7-hydroxy-3,4-dimethylcoumarin were dissolved in 20 ml of H2O/1.1 g of NaOH at room temperature, while stirring, and 3.4 g of ethanesulfonyl chloride were added. The mixture was stirred overnight, and the precipitate was filtered off under suction and recrystallized from ethanol. Reactants: COC(C1=CN=CC(=C1)C1=CC=C(C=C1)OC(F)(F)F)=O (5-(4-Trifluoromethoxy-phenyl)-nicotinic acid methyl ester), [BH4-].[Na+] (sodium borohydride). Solvent: C(C)O (Ethanol). Run at time 4 hour. Product: FC(OC1=CC=C(C=C1)C=1C=C(C=NC1)CO)(F)F ([5-(4-Trifluoromethoxy-phenyl)-pyridin-3-yl]-methanol). The yield is 33.6%. RXN SMILES: C[O:2][C:3](=O)[C:4]1[CH:9]=[C:8]([C:10]2[CH:15]=[CH:14][C:13]([O:16][C:17]([F:20])([F:19])[F:18])=[CH:12][CH:11]=2)[CH:7]=[N:6][CH:5]=1.[BH4-].[Na+]>C(O)C>[F:20][C:17]([F:18])([F:19])[O:16][C:13]1[CH:12]=[CH:11][C:10]([C:8]2[CH:9]=[C:4]([CH2:3][OH:2])[CH:5]=[N:6][CH:7]=2)=[CH:15][CH:14]=1 |f:1.2|. Procedure: A solution of 535 mg (1.76 mmol) 5-(4-Trifluoromethoxy-phenyl)-nicotinic acid methyl ester in 16 ml Ethanol was treated at room temperature (r. t.) with 67 mg (1.76 mmol) of sodium borohydride. The mixture was stirred for 4 h. at r. t., then two days at 80° C. The mixture was poured on ice and extracted tree times with ethyl acetate. The combined organic phases were washed with water, dried (sodium sulphate) and evaporated. Chromatography on silica (eluent: ethyl acetate/methanol 5:1) gave 159 m... Reactants: C(CCC)N (n-butylamine), FC=1C(=NC=CC1)S(=O)(=O)N (3-fluoropyridin-2-ylsulfonamide). Solvent: O1CCCC1 (tetrahydrofuran). Conditions: temperature 60 celsius, time 18 hour. Product: C(CCC)NC=1C(=NC=CC1)S(=O)(=O)N (3-n-butylaminopyridin-2-ylsulfonamide). Reaction SMILES: [CH2:1]([NH2:5])[CH2:2][CH2:3][CH3:4].F[C:7]1[C:8]([S:13]([NH2:16])(=[O:15])=[O:14])=[N:9][CH:10]=[CH:11][CH:12]=1>O1CCCC1>[CH2:1]([NH:5][C:7]1[C:8]([S:13]([NH2:16])(=[O:15])=[O:14])=[N:9][CH:10]=[CH:11][CH:12]=1)[CH2:2][CH2:3][CH3:4]. Procedure: 49.6 ml of n-butylamine are added to a mixture of 8.81 g of 3-fluoropyridin-2-ylsulfonamide in 10 ml of tetrahydrofuran (THF). After the reaction mixture has been stirred for 18 hours at a temperature of 60° C., the reaction mixture is evaporated, the oily residue is triturated with 100 ml of ice/water, the mixture is filtered, and the filtrate is washed first with a little cold water and subsequently with n-hexane. After drying at a temperature of 45° C. in vacuo, 8.8 g of 3-n-butylaminopyridin... Reactants: CC(C)=O, CC(CC(=O)O)c1ccc(-c2ccc(F)cc2F)cc1, O, O=S(=O)(O)O. Yields the product CC(O)(CC(=O)O)c1ccc(-c2ccc(F)cc2F)cc1. As a reaction SMILES: [CH3:21][C:22]([CH3:23])=[O:24].[F:1][c:2]1[c:3](-[c:9]2[cH:10][cH:11][c:12]([CH:15]([CH2:16][C:17](=[O:18])[OH:19])[CH3:20])[cH:13][cH:14]2)[cH:4][cH:5][c:6]([F:8])[cH:7]1.[OH2:30].[S:25](=[O:26])(=[O:27])([OH:28])[OH:29]>>[F:1][c:2]1[c:3](-[c:9]2[cH:10][cH:11][c:12]([C:15]([CH2:16][C:17](=[O:18])[OH:19])([CH3:20])[OH:24])[cH:13][cH:14]2)[cH:4][cH:5][c:6]([F:8])[cH:7]1. The reactants are 1b, 3b, 2b, [NH2+]1C=CC2=CC=CC=C12 (Indolium), S1C=[NH+]C2=C1C=CC=C2 (benzothiazolium), enol ether, CO/C=C/C=C\1/S(C2=C(C1=O)C=CC=C2)(=O)=O ((2E)-2-[(2E)-3-Methoxyprop-2-enylidene]-1-benzothiophen-3(2H)-one 1,1-Dioxide), C(C)(=O)[O-].[Na+] (sodium acetate), 1c, 2a, 4b. Run in CO.C(Cl)(Cl)Cl (methanol chloroform). Product: CN1\C(\C(C2=CC=CC=C12)(C)C)=C/C=C/C=C/1\S(C2=C(C1=O)C=CC=C2)(=O)=O ((2Z)-2-[(2E,4Z)-4-(1,3,3-Trimethyl-1,3-dihydro-2H-indol-2-ylidene)-but-2-enylidene]-1-benzothiophen-3(2H)-one 1,1-Dioxide). As a reaction SMILES: [NH2+]1[C:9]2[C:4](=[CH:5]C=CC=2)[CH:3]=[CH:2]1.S1[C:14]2[CH:15]=[CH:16][CH:17]=[CH:18][C:13]=2[NH+:12]=[CH:11]1.CO/[CH:21]=[CH:22]/[CH:23]=[C:24]1/[S:25](=[O:35])(=[O:34])[C:26]2[CH:33]=[CH:32][CH:31]=[CH:30][C:27]=2[C:28]/1=[O:29].C([O-])(=O)C.[Na+]>CO.C(Cl)(Cl)Cl>[CH3:11][N:12]1[C:13]2[C:14](=[CH:15][CH:16]=[CH:17][CH:18]=2)[C:4]([CH3:9])([CH3:5])/[C:3]/1=[CH:2]/[CH:21]=[CH:22]/[CH:23]=[C:24]1\[S:25](=[O:35])(=[O:34])[C:26]2[CH:33]=[CH:32][CH:31]=[CH:30][C:27]=2[C:28]\1=[O:29] |f:3.4,5.6|. Reported procedure: General Procedure B (Dyes 1b, 1c, 2a, 2b, 3b, 4b). Indolium or benzothiazolium salt (5, 6, or 7, 1.00 mmol) was added at once to a boiling solution of enol ether 8 or 9 (500 mg, 2.0 mmol) in 5.0 mL of a methanol-chloroform mixture (1:1) followed by addition of 100 mg of sodium acetate. The reaction mixture was stirred at reflux for 30 min. After cooling, the dye separated as a crystalline solid. The dye was additionally purified by recrystallization from methanol.